This data is from the Open Reaction Database (ORD), a public repository of structured organic reaction records. The task is: describe an organic reaction: reactants, conditions, products, and yield Starting materials: S(=O)(Cl)Cl (thionyl chloride), O=C1C2=C(OC3=NC=CC=C31)C=CC(=C2)C(=O)[O-].[Na+] (sodium 5-oxo-5H-[1]benzopyrano[2,3-b]pyridine-7-carboxylate). Solvent: C(Cl)(Cl)(Cl)Cl (carbon tetrachloride). Product: O=C1C2=C(OC3=NC=CC=C31)C=CC(=C2)C(=O)Cl (5-oxo-5H-[1]benzopyrano[2,3-b]pyridine-7-carboxylic acid chloride). As a reaction SMILES: S(Cl)([Cl:3])=O.[O:5]=[C:6]1[C:15]2[C:10](=[N:11][CH:12]=[CH:13][CH:14]=2)[O:9][C:8]2[CH:16]=[CH:17][C:18]([C:20]([O-:22])=O)=[CH:19][C:7]1=2.[Na+]>C(Cl)(Cl)(Cl)Cl>[O:5]=[C:6]1[C:15]2[C:10](=[N:11][CH:12]=[CH:13][CH:14]=2)[O:9][C:8]2[CH:16]=[CH:17][C:18]([C:20]([Cl:3])=[O:22])=[CH:19][C:7]1=2 |f:1.2|. Reported procedure: 2.5 g of thionyl chloride is added to a suspension of 4.5 g of sodium 5-oxo-5H-[1]benzopyrano[2,3-b]pyridine-7-carboxylate in 35 ml of carbon tetrachloride with stirring, and the mixture is stirred under reflux for 3 hours. After cooling, the crystals are filtered off, washed with cool water and then with acetone, and dried to give 5-oxo-5H-[1]benzopyrano[2,3-b]pyridine-7-carboxylic acid chloride melting at 234°-235°C. The reactants are NC1=NC2=C(C=3C=C(C=NC13)CCC1=CC=C(C=C1)C(C)=O)C=CC(=C2)C (1-(4-(2-(5-amino-8-methylbenzo[f][1,7]naphthyridin-2-yl)ethyl)phenyl)ethanone), N1[C@@H](CCC1)CO ((S)-pyrrolidin-2-ylmethanol), C(=O)(C(F)(F)F)O (TFA). The product is NC1=NC2=C(C=3C=C(C=NC13)CCC1=CC=C(C=C1)C(C)N1[C@@H](CCC1)CO)C=CC(=C2)C (((2S)-1-(1-(4-(2-(5-Amino-8-methylbenzo[f][1,7]naphthyridin-2-yl)ethyl)phenyl)ethyl)pyrrolidin-2-yl)methanol). RXN SMILES: [NH2:1][C:2]1[C:11]2[N:10]=[CH:9][C:8]([CH2:12][CH2:13][C:14]3[CH:19]=[CH:18][C:17]([C:20](=O)[CH3:21])=[CH:16][CH:15]=3)=[CH:7][C:6]=2[C:5]2[CH:23]=[CH:24][C:25]([CH3:27])=[CH:26][C:4]=2[N:3]=1.[NH:28]1[CH2:32][CH2:31][CH2:30][C@H:29]1[CH2:33][OH:34].C(O)(C(F)(F)F)=O>>[NH2:1][C:2]1[C:11]2[N:10]=[CH:9][C:8]([CH2:12][CH2:13][C:14]3[CH:19]=[CH:18][C:17]([CH:20]([N:28]4[CH2:32][CH2:31][CH2:30][C@H:29]4[CH2:33][OH:34])[CH3:21])=[CH:16][CH:15]=3)=[CH:7][C:6]=2[C:5]2[CH:23]=[CH:24][C:25]([CH3:27])=[CH:26][C:4]=2[N:3]=1. Procedure: ((2S)-1-(1-(4-(2-(5-Amino-8-methylbenzo[f][1,7]naphthyridin-2-yl)ethyl)phenyl)ethyl)pyrrolidin-2-yl)methanol was prepared from 1-(4-(2-(5-amino-8-methylbenzo[f][1,7]naphthyridin-2-yl)ethyl)phenyl)ethanone (from Example 171) and (S)-pyrrolidin-2-ylmethanol (commercially available) following the procedures described for Example 182, 1H NMR (Acetone-d6) TFA Salt: δ 8.83 (s, 1H), 8.80 (s, 1H), 8.43 (d, 1H), 7.36-7.53 (m, 6H), 4.68 (m, 1H), 3.69 (m, 2H), 3.19-3.21 (m, 4H), 2.55 (m, 4H), 1.75-1.78 (m,... The reactants are CCOC(=O)CC(C)=O, CCO, CC(Cl)=CCCl, [Na]. The product is CCOC(=O)C(CC=C(C)Cl)C(C)=O. RXN SMILES: [C:2]([CH2:3][C:4](=[O:5])[CH3:6])(=[O:7])[O:8][CH2:9][CH3:10].[CH3:17][CH2:18][OH:19].[Cl:11][CH2:12][CH:13]=[C:14]([CH3:15])[Cl:16].[Na:1]>>[C:2]([CH:3]([C:4](=[O:5])[CH3:6])[CH2:12][CH:13]=[C:14]([CH3:15])[Cl:16])(=[O:7])[O:8][CH2:9][CH3:10]. The reactants are FC=1C=C(C(=O)Cl)C=CC1C(F)(F)F (3-fluoro-4-trifluoromethylbenzoyl chloride), NC(C#N)(CN1N=C2C(=C(C=C(C2=C1)Cl)Cl)Cl)C (2-amino-2-methyl-3-(4,6,7-trichloro-2H-indazol-2-yl)propionitrile), TEA. Solvent: C1CCOC1 (THF), C1CCOC1 (THF). The product is C(#N)C(CN1N=C2C(=C(C=C(C2=C1)Cl)Cl)Cl)(C)NC(C1=CC(=C(C=C1)C(F)(F)F)F)=O (N-[1-Cyano-1-methyl-2-(4,6,7-trichloro-2H-indazol-2-yl)ethyl]-3-fluoro-4-trifluoromethylbenzamide), residue. Reaction SMILES: [F:1][C:2]1[CH:3]=[C:4]([CH:8]=[CH:9][C:10]=1[C:11]([F:14])([F:13])[F:12])[C:5](Cl)=[O:6].[NH2:15][C:16]([CH3:32])([CH2:19][N:20]1[CH:28]=[C:27]2[C:22]([C:23]([Cl:31])=[C:24]([Cl:30])[CH:25]=[C:26]2[Cl:29])=[N:21]1)[C:17]#[N:18]>C1COCC1>[C:17]([C:16]([NH:15][C:5](=[O:6])[C:4]1[CH:8]=[CH:9][C:10]([C:11]([F:14])([F:13])[F:12])=[C:2]([F:1])[CH:3]=1)([CH3:32])[CH2:19][N:20]1[CH:28]=[C:27]2[C:22]([C:23]([Cl:31])=[C:24]([Cl:30])[CH:25]=[C:26]2[Cl:29])=[N:21]1)#[N:18]. Procedure details: Using a procedure similar to that described in Example 60, except using a solution of 3-fluoro-4-trifluoromethylbenzoyl chloride (0.16 mmole) in THF and a solution of 2-amino-2-methyl-3-(4,6,7-trichloro-2H-indazol-2-yl)propionitrile (0.075 mmole, described in Example 147) in THF mixed with TEA (3% v./v.), the title compound was isolated as solid residue (13.9 mg). It was dissolved in DMSO for further biological evaluation and analyzed by LCMS. MS (ES): M/Z [M+H]=493, RT=0.76 min. Starting materials: C(Cl)Cl.CO (CH2Cl2 MeOH), ClC1=CC=NC2=CC(=CC=C12)Cl (4,7-Dichloroquinoline), Br.Br.C12NCC(NC1)C2 (2,5-diazanorbornane dihydrobromide), C1CN2CCN1CC2 (DABCO). Solvent: C(CCC)O (n-butanol). Yields the product ClC1=CC=C2C(=CC=NC2=C1)N1C2CNC(C1)C2 (7-Chloro-4-(2,5-diazanorborn-2-yl)quinoline). RXN SMILES: Cl[C:2]1[C:11]2[C:6](=[CH:7][C:8]([Cl:12])=[CH:9][CH:10]=2)[N:5]=[CH:4][CH:3]=1.Br.Br.[CH:15]12[CH2:21][CH:18]([NH:19][CH2:20]1)[CH2:17][NH:16]2.C1N2CCN(CC2)C1.C(Cl)Cl.CO>C(O)CCC>[Cl:12][C:8]1[CH:7]=[C:6]2[C:11]([C:2]([N:16]3[CH2:17][CH:18]4[CH2:21][CH:15]3[CH2:20][NH:19]4)=[CH:3][CH:4]=[N:5]2)=[CH:10][CH:9]=1 |f:1.2.3,5.6|. Procedure: 4,7-Dichloroquinoline (0.38 g, 1.9 mmol) and 2,5-diazanorbornane dihydrobromide (1.0 g, 3.8 mmol), and DABCO (1.3 g, 11.4 mmol) in n-butanol (20 mL) are reacted according to method B yielding the product after column chromatography with CH2Cl2-MeOH. The reactants are OC(C(=O)OCC)C(C)(C1=CC=CC=C1)C1=CC=CC=C1 (ethyl 2-hydroxy-3,3-diphenylbutyrate), [Li+].[OH-] (LiOH). Solvent: C1CCOC1 (THF), O (water). Reaction conditions: temperature 40 celsius, time 4 hour. Product: OC(C(=O)O)C(C)(C1=CC=CC=C1)C1=CC=CC=C1 (2-hydroxy-3,3-diphenylbutyric acid). Isolated yield 50.3%. Reaction SMILES: [OH:1][CH:2]([C:8]([C:16]1[CH:21]=[CH:20][CH:19]=[CH:18][CH:17]=1)([C:10]1[CH:15]=[CH:14][CH:13]=[CH:12][CH:11]=1)[CH3:9])[C:3]([O:5]CC)=[O:4].[Li+].[OH-]>C1COCC1.O>[OH:1][CH:2]([C:8]([C:16]1[CH:21]=[CH:20][CH:19]=[CH:18][CH:17]=1)([C:10]1[CH:11]=[CH:12][CH:13]=[CH:14][CH:15]=1)[CH3:9])[C:3]([OH:5])=[O:4] |f:1.2|. Procedure: 1.75 g (6.2 mmol) of ethyl 2-hydroxy-3,3-diphenylbutyrate were dissolved in 10 ml of THF, and a solution of 0.23 g (9.3 mmol) of LiOH in 6 ml of water was added. The mixture was stirred at room temperature for 16 hours and at 40° C. for 4 hours. The mixture was subsequently concentrated under reduced pressure, taken up in water and washed with ethyl acetate. This was followed by acidification with HCl and extraction three times with ethyl acetate. The combined ethyl acetate phases were dried wit... Starting materials: [H-].[Na+] (sodium hydride), [Cl-].[NH4+] (ammonium chloride), S1C(SCCC1)C(=O)OC(C)(C)C (tert-butyl 1,3-dithiane-2-carboxylate), IC (iodomethane). Solvent: C1(=CC=CC=C1)C (toluene), CN(C=O)C (N,N-dimethylformamide). Conditions: time 2 hour. Product: CC1(SCCCS1)C(=O)OC(C)(C)C (tert-butyl 2-methyl-1,3-dithiane-2-carboxylate). Reaction SMILES: [H-].[Na+].[S:3]1[CH2:8][CH2:7][CH2:6][S:5][CH:4]1[C:9]([O:11][C:12]([CH3:15])([CH3:14])[CH3:13])=[O:10].I[CH3:17].[Cl-].[NH4+]>C1(C)C=CC=CC=1.CN(C)C=O>[CH3:17][C:4]1([C:9]([O:11][C:12]([CH3:15])([CH3:14])[CH3:13])=[O:10])[S:5][CH2:6][CH2:7][CH2:8][S:3]1 |f:0.1,4.5|. Procedure: Under a nitrogen atmosphere, 60% sodium hydride (2.08 g, 52 mmol) was suspended in anhydrous toluene (75 mL). In a different flask, tert-butyl 1,3-dithiane-2-carboxylate (10 g, 45.4 mmol) and iodomethane (3.0 mL, 47.7 mmol) were dissolved in N,N-dimethylformamide (35 mL), and the solution was added dropwise to the first flask at room temperature. After the dropwise addition, the mixture was stirred at room temperature for further 2 hours. The progress of the reaction was then stopped by adding a... As a reaction SMILES: C[O:2][C:3]([C:5]1[S:25][C:8]2[N:9]=[CH:10][N:11]=[C:12]([NH:13][C:14]3[C:15]([O:20][CH2:21][CH:22]([F:24])[CH3:23])=[N:16][CH:17]=[CH:18][CH:19]=3)[C:7]=2[C:6]=1[CH3:26])=[O:4].[OH-].[Li+].Cl>C1COCC1>[F:24][CH:22]([CH3:23])[CH2:21][O:20][C:15]1[C:14]([NH:13][C:12]2[C:7]3[C:6]([CH3:26])=[C:5]([C:3]([OH:4])=[O:2])[S:25][C:8]=3[N:9]=[CH:10][N:11]=2)=[CH:19][CH:18]=[CH:17][N:16]=1 |f:1.2|. Procedure details: To a solution of methyl-4-(2-(2-fluoropropoxy)pyridin-3-ylamino)-5-methyl-thieno[2,3-d]pyrimidine-6-carboxylate (333 mg) in THF (10 ml) was added lithium hydroxide (1M; 8 ml) and the reaction stirred at room temperature overnight. The mixture was neutralized with HCl (1M; 8 ml) and concentrated in vacuo. The crude product was purified by chromatography. The reactants are COC(=O)C1=C(C2=C(N=CN=C2NC=2C(=NC=CC2)OCC(C)F)S1)C (methyl-4-(2-(2-fluoropropoxy)pyridin-3-ylamino)-5-methyl-thieno[2,3-d]pyrimidine-6-carboxylate), [OH-].[Li+] (lithium hydroxide), Cl (HCl). The product is FC(COC1=NC=CC=C1NC=1C2=C(N=CN1)SC(=C2C)C(=O)O)C (4-(2-(2-Fluoropropoxy)pyridin-3-ylamino)-5-methyl-thieno[2,3-d]pyrimidine-6-carboxylic acid). Run in C1CCOC1 (THF). Reaction conditions: time 8 hour. The reactants are FC(OC1=CC=C(C=C1)C(=O)Cl)(F)F (4-(Trifluoromethoxy)-1-benzenecarbonyl chloride), NC1=C(C=C(C=C1)C1=NN(C2=NC=NC(=C21)N)[C@@H]2CC[C@H](CC2)N2CCN(CC2)C)OC (trans-3-(4-amino-3-methoxyphenyl)-1-[4-(4-methylpiperazino)cyclohexyl]-1H-pyrazolo[3,4-d]pyrimidin-4-amine). Run in ClCCl (dichloromethane), N1=CC=CC=C1 (pyridine). Conditions: time 30 minute. Product: NC1=C2C(=NC=N1)N(N=C2C2=CC(=C(C=C2)NC(C2=CC=C(C=C2)OC(F)(F)F)=O)OC)[C@@H]2CC[C@H](CC2)N2CCN(CC2)C (trans-N1-(4-{4-amino-1-[4-(4-methylpiperazino)cyclohexyl]-1H-pyrazolo[3,4-d]pyrimidin-3-yl}-2-methoxyphenyl)-4-(trifluoromethoxy)benzamide). The yield is 73.5%. RXN SMILES: [F:1][C:2]([F:14])([F:13])[O:3][C:4]1[CH:9]=[CH:8][C:7]([C:10](Cl)=[O:11])=[CH:6][CH:5]=1.[NH2:15][C:16]1[CH:21]=[CH:20][C:19]([C:22]2[C:30]3[C:25](=[N:26][CH:27]=[N:28][C:29]=3[NH2:31])[N:24]([C@H:32]3[CH2:37][CH2:36][C@H:35]([N:38]4[CH2:43][CH2:42][N:41]([CH3:44])[CH2:40][CH2:39]4)[CH2:34][CH2:33]3)[N:23]=2)=[CH:18][C:17]=1[O:45][CH3:46]>ClCCl.N1C=CC=CC=1>[NH2:31][C:29]1[N:28]=[CH:27][N:26]=[C:25]2[N:24]([C@H:32]3[CH2:37][CH2:36][C@H:35]([N:38]4[CH2:39][CH2:40][N:41]([CH3:44])[CH2:42][CH2:43]4)[CH2:34][CH2:33]3)[N:23]=[C:22]([C:19]3[CH:20]=[CH:21][C:16]([NH:15][C:10](=[O:11])[C:7]4[CH:8]=[CH:9][C:4]([O:3][C:2]([F:14])([F:13])[F:1])=[CH:5][CH:6]=4)=[C:17]([O:45][CH3:46])[CH:18]=3)[C:30]=12. Procedure: 4-(Trifluoromethoxy)-1-benzenecarbonyl chloride (283 mg, 1.256 mmol) in dichloromethane (1 mL) was added to a solution of trans-3-(4-amino-3-methoxyphenyl)-1-[4-(4-methylpiperazino)cyclohexyl]-1H-pyrazolo[3,4-d]pyrimidin-4-amine (500 mg, 1.145 mmol) in pyridine (8 mL) at 0° C. After 30 minutes, the ice bath was removed the reaction mixture was stirred at room temperature for 1.5 hour. Solvent was evaporated and the residue was purified by flash column chromatography using dichloromethane/methano...